From a dataset of the Open Reaction Database (ORD), a public repository of structured organic reaction records. describe an organic reaction: reactants, conditions, products, and yield Starting materials: BrB(Br)Br, C1=CCCCC1, COc1c(C)cc(S(=O)(=O)N2c3ccccc3-c3ccccc3C2C)cc1C, ClCCl. Yields the product Cc1cc(S(=O)(=O)N2c3ccccc3-c3ccccc3C2C)cc(C)c1O. As a reaction SMILES: [B:35]([Br:36])([Br:37])[Br:38].[CH2:29]1[CH2:30][CH:31]=[CH:32][CH2:33][CH2:34]1.[CH3:1][O:2][c:3]1[c:4]([CH3:28])[cH:5][c:6]([S:10](=[O:11])(=[O:12])[N:13]2[c:14]3[cH:15][cH:16][cH:17][cH:18][c:19]3-[c:20]3[cH:21][cH:22][cH:23][cH:24][c:25]3[CH:26]2[CH3:27])[cH:7][c:8]1[CH3:9].[Cl:39][CH2:40][Cl:41]>>[OH:2][c:3]1[c:4]([CH3:28])[cH:5][c:6]([S:10](=[O:11])(=[O:12])[N:13]2[c:14]3[cH:15][cH:16][cH:17][cH:18][c:19]3-[c:20]3[cH:21][cH:22][cH:23][cH:24][c:25]3[CH:26]2[CH3:27])[cH:7][c:8]1[CH3:9]. Starting materials: C(NN)(=O)OC(C1=CC=CC=C1)C1=CC=CC=C1 (benzhydryl carbazate), N1=CC=C(C=C1)C=O (4-pyridinecarboxaldehyde). Run in C(C)O (ethanol), C(C)O (ethanol). Yields the product O.N1=CC=C(C=C1)C=NNC(=O)OC(C1=CC=CC=C1)C1=CC=CC=C1 (diphenylmethyl (4-pyridinylmethylene)carbazate monohydrate). Isolated yield 185.7%. RXN SMILES: [C:1]([O:5][CH:6]([C:13]1[CH:18]=[CH:17][CH:16]=[CH:15][CH:14]=1)[C:7]1[CH:12]=[CH:11][CH:10]=[CH:9][CH:8]=1)(=[O:4])[NH:2][NH2:3].[N:19]1[CH:24]=[CH:23][C:22]([CH:25]=O)=[CH:21][CH:20]=1>C(O)C>[OH2:4].[N:19]1[CH:24]=[CH:23][C:22]([CH:25]=[N:3][NH:2][C:1]([O:5][CH:6]([C:7]2[CH:12]=[CH:11][CH:10]=[CH:9][CH:8]=2)[C:13]2[CH:18]=[CH:17][CH:16]=[CH:15][CH:14]=2)=[O:4])=[CH:21][CH:20]=1 |f:3.4|. Procedure: To 10.89 gm (0.045 mole) of benzhydryl carbazate in 100 ml of warm ethanol is added 4.82 gm (0.045 mole) of 4-pyridinecarboxaldehyde in 50 ml of ethanol. The mixture is refluxed 4.5 hr and cooled. The solvent is removed in vacuo to give the crude product. Recrystallization of the crude material from ethanol yields 14.6 gm (93%) of the title compound having a melting point of 96.9° C.